The task is: describe an organic reaction: reactants, conditions, products, and yield. This data is from the Open Reaction Database (ORD), a public repository of structured organic reaction records. Starting materials: [OH-].[Na+] (sodium hydroxide), P(=O)(Cl)(Cl)Cl (phosphorus oxychloride), CN(C=O)C (N,N-dimethylformamide), ice water, ClC1=C(C(=CC=C1)Cl)N1C=CC=C1 (1-(2,6-dichlorophenyl)-1H-pyrrole). Procedure details: Under ice-cooling, 7.67 g of phosphorus oxychloride was added dropwise to 4 g of N,N-dimethylformamide. The mixture was stirred at room temperature for 30 minutes, and 2.1 g of 1-(2,6-dichlorophenyl)-1H-pyrrole was added thereto. The resulting mixture was stirred at 60° C. for 2 hours, allowed to cool to room temperature, and then poured into ice water. The mixture was adjusted to pH 4 by an addition of a 2N aqueous sodium hydroxide solution, and then extracted with ethyl acetate two times. The ... The product is ClC1=C(C(=CC=C1)Cl)N1C(=CC=C1)C=O (1-(2,6-dichlorophenyl)-1H-pyrrole-2-carbaldehyde). Reaction conditions: time 30 minute. As a reaction SMILES: P(Cl)(Cl)(Cl)=O.[Cl:6][C:7]1[CH:12]=[CH:11][CH:10]=[C:9]([Cl:13])[C:8]=1[N:14]1[CH:18]=[CH:17][CH:16]=[CH:15]1.[OH-].[Na+].CN(C)[CH:23]=[O:24]>>[Cl:13][C:9]1[CH:10]=[CH:11][CH:12]=[C:7]([Cl:6])[C:8]=1[N:14]1[CH:18]=[CH:17][CH:16]=[C:15]1[CH:23]=[O:24] |f:2.3|. Yield: 33.7%. Reactants: C(C)(C)(C)[C@H]1O[C@H](C(O1)=O)C (2-(s)-t-butyl-5-(s)-methyl-1,3-dioxolan-4-one), [Li] (lithium), C(C)(C)NC(C)C (diisopropylamine), [Li]CCCC (n-BuLi), FC(CI)(F)F (1,1,1-Trifluoro-2-iodoethane), [NH4+].[Cl-] (NH4Cl). Solvent: hexanes, C1CCOC1 (THF). Run at temperature -45 celsius, time 45 minute. The product is C(C)(C)(C)[C@H]1O[C@@](C(O1)=O)(CC(F)(F)F)C (2-(S)-t-butyl-5-(R)-methyl-5-(2,2,2-trifluoroethyl)-1,3-dioxolan-4-one). Yield: 38.2%. As a reaction SMILES: [Li].C(NC(C)C)(C)C.[Li]CCCC.[C:14]([C@@H:18]1[O:22][C:21](=[O:23])[C@H:20]([CH3:24])[O:19]1)([CH3:17])([CH3:16])[CH3:15].[F:25][C:26]([F:30])([F:29])[CH2:27]I.[NH4+].[Cl-]>C1COCC1>[C:14]([C@@H:18]1[O:22][C:21](=[O:23])[C@@:20]([CH3:24])([CH2:27][C:26]([F:30])([F:29])[F:25])[O:19]1)([CH3:17])([CH3:15])[CH3:16] |f:5.6,^1:0|. Reported procedure: To a solution of lithium diiospropylamide (prepared from 13 ml of diisopropylamine and 54 ml of 1.6 M n-BuLi in hexanes in 200 ml of anhydrous THF at 0° C.) at -72° C. was added slowly 2-(s)-t-butyl-5-(s)-methyl-1,3-dioxolan-4-one (12.95 g, 81.9 mmol, Tetrahedron, 1984, 40, 1313) at such a rate as to maintain the internal temperature below -60° C. and the mixture was aged at -72° C. for an hour. 1,1,1-Trifluoro-2-iodoethane (25 g, 119 mmol) was added quickly, the reaction temperature increased t... The reactants are COCCOC, CN1CCOCC1, COc1ccc(CCN)cc1OC1CCCC1, [Cl-], CCOC(=O)Cl, NC(=O)C(=O)O, [NH4+]. Product: COc1ccc(CCNC(=O)C(N)=O)cc1OC1CCCC1. As a reaction SMILES: [CH3:39][O:40][CH2:41][CH2:42][O:43][CH3:44].[CH3:7][N:8]1[CH2:9][CH2:10][O:11][CH2:12][CH2:13]1.[CH:20]1([O:25][c:26]2[cH:27][c:28]([CH2:34][CH2:35][NH2:36])[cH:29][cH:30][c:31]2[O:32][CH3:33])[CH2:21][CH2:22][CH2:23][CH2:24]1.[Cl-:37].[Cl:14][C:15]([O:16][CH2:17][CH3:18])=[O:19].[NH2:1][C:2](=[O:3])[C:4]([OH:5])=[O:6].[NH4+:38]>>[NH2:1][C:2](=[O:3])[C:4](=[O:6])[NH:36][CH2:35][CH2:34][c:28]1[cH:27][c:26]([O:25][CH:20]2[CH2:21][CH2:22][CH2:23][CH2:24]2)[c:31]([O:32][CH3:33])[cH:30][cH:29]1. The reactants are CC(C)(C)O, COC(=O)C(C(C)C)n1ccc2c([N+](=O)[O-])cccc2c1=O, Cl, [Li+], [OH-], O. Yields the product CC(C)C(C(=O)O)n1ccc2c([N+](=O)[O-])cccc2c1=O. As a reaction SMILES: [C:25]([OH:26])([CH3:27])([CH3:28])[CH3:29].[CH3:1][CH:2]([CH:3]([C:4](=[O:5])[O:6][CH3:7])[n:8]1[c:9](=[O:21])[c:10]2[cH:11][cH:12][cH:13][c:14]([N+:18](=[O:19])[O-:20])[c:15]2[cH:16][cH:17]1)[CH3:22].[ClH:31].[Li+:23].[OH-:24].[OH2:30]>>[CH3:1][CH:2]([CH:3]([C:4](=[O:5])[OH:6])[n:8]1[c:9](=[O:21])[c:10]2[cH:11][cH:12][cH:13][c:14]([N+:18](=[O:19])[O-:20])[c:15]2[cH:16][cH:17]1)[CH3:22]. Starting materials: NCC1=C(N(C2=CC(=CC=C2C1=O)Cl)C1=CC=CC=C1)C=1OC=CN1 (3-aminomethyl-7-chloro-2-oxazol-2-yl-1-phenyl-1H-quinolin-4-one), N,N-(dimethylamino)pyridine, C(C)(C)N(C(C)C)CC (N,N-diisopropylethylamine), NCC1=C(N(C2=CC(=CC=C2C1=O)Cl)C1=CC=CC=C1)C=1OC=CN1 (3-aminomethyl-7-chloro-2-oxazol-2-yl-1-phenyl-1H-quinolin-4-one), O1COC2=C1C=CC(=C2)C(=O)Cl (benzo[d][1,3]dioxole-5-carbonyl chloride). The solvent is C(Cl)Cl (methylene chloride). Run at time 8 hour. The product is ClC1=CC=C2C(C(=C(N(C2=C1)C1=CC=CC=C1)C=1OC=CN1)CNC(=O)C1=CC2=C(OCO2)C=C1)=O (Benzo[1,3]dioxole-5-carboxylic acid (7-chloro-2-oxazol-2-yl-4-oxo-1-phenyl-1,4-dihydro-quinolin-3-ylmethyl)-amide). As a reaction SMILES: [NH2:1][CH2:2][C:3]1[C:12](=[O:13])[C:11]2[C:6](=[CH:7][C:8]([Cl:14])=[CH:9][CH:10]=2)[N:5]([C:15]2[CH:20]=[CH:19][CH:18]=[CH:17][CH:16]=2)[C:4]=1[C:21]1[O:22][CH:23]=[CH:24][N:25]=1.[O:26]1[C:30]2[CH:31]=[CH:32][C:33]([C:35](Cl)=[O:36])=[CH:34][C:29]=2[O:28][CH2:27]1.C(N(CC)C(C)C)(C)C>C(Cl)Cl>[Cl:14][C:8]1[CH:7]=[C:6]2[C:11]([C:12](=[O:13])[C:3]([CH2:2][NH:1][C:35]([C:33]3[CH:32]=[CH:31][C:30]4[O:26][CH2:27][O:28][C:29]=4[CH:34]=3)=[O:36])=[C:4]([C:21]3[O:22][CH:23]=[CH:24][N:25]=3)[N:5]2[C:15]2[CH:20]=[CH:19][CH:18]=[CH:17][CH:16]=2)=[CH:10][CH:9]=1. Procedure details: In a 20 mL vial, 3-(aminomethyl)-7-chloro-2-(oxazol-2-yl)-1-phenylquinolin-4(1H)-one (intermediate A) (20 mg, 0.057 mmol), benzo[d][1,3]dioxole-5-carbonyl chloride (12 mg, 0.065 mmol) and N,N-(dimethylamino)pyridine (DMAP) (1.0 mg, 0.085 mmol) were combined with methylene chloride (1.5 mL) to give a brown solution. N,N-diisopropylethylamine (37 mg, 0.050 mL, 0.28 mmol) was added. The reaction mixture was stirred overnight at room temperature. In the morning, LC/MS indicated complete conversion t...